Dataset: the Open Reaction Database (ORD), a public repository of structured organic reaction records. Task: describe an organic reaction: reactants, conditions, products, and yield Reactants: CO (methanol), solution, B(Br)(Br)Br (boron tribromide), COC=1C=CC=C2CN(C(C12)=O)C (7-methoxy-2-methyl-2,3-dihydroisoindol-1-one). The solvent is ClCCl (dichloromethane), ClCCl (dichloromethane). Conditions: temperature -78 celsius, time 1 hour. Yields the product OC=1C=CC=C2CN(C(C12)=O)C (7-hydroxy-2-methyl-2,3-dihydroisoindol-1-one). Yield: 76.3%. As a reaction SMILES: B(Br)(Br)Br.C[O:6][C:7]1[CH:8]=[CH:9][CH:10]=[C:11]2[C:15]=1[C:14](=[O:16])[N:13]([CH3:17])[CH2:12]2.CO>ClCCl>[OH:6][C:7]1[CH:8]=[CH:9][CH:10]=[C:11]2[C:15]=1[C:14](=[O:16])[N:13]([CH3:17])[CH2:12]2. Procedure: 100 ml of a 1 M solution of boron tribromide in dichloromethane at −78° C. were added dropwise to a solution of 3.7 g of 7-methoxy-2-methyl-2,3-dihydroisoindol-1-one in 50 ml of dichloromethane. The reaction medium was stirred at −78° C. for 1 hour and then left to return to 0° C. for 1 hour. The reaction medium was cooled to −78° C. and then slowly hydrolyzed by adding, dropwise, 20 ml of methanol (temperature below −60° C.). The reaction medium was washed with 30 ml of a 1 M sodium dihydrogen ... Starting materials: C(CCCCCCCCCC)O (Undecanol), Br (hydrobromic acid), S(O)(O)(=O)=O (sulphuric acid). Solvent: O (water). Yields the product BrCCCCCCCCCCC (1-bromoundecane). Yield: 62.8%. Reaction SMILES: [CH2:1](O)[CH2:2][CH2:3][CH2:4][CH2:5][CH2:6][CH2:7][CH2:8][CH2:9][CH2:10][CH3:11].[BrH:13].S(=O)(=O)(O)O>O>[Br:13][CH2:1][CH2:2][CH2:3][CH2:4][CH2:5][CH2:6][CH2:7][CH2:8][CH2:9][CH2:10][CH3:11]. Reported procedure: Undecanol (14 g), 48% aqueous hydrobromic acid (30 g) and concentrated sulphuric acid (5 ml) are heated together under reflux for 51/2 hours. After cooling, water is added and the organic layer is separated, washed with concentrated sulphuric acid (20 ml), brine (50 ml) and dilute aqueous sodium carbonate (50 ml), and is then dried over calcium chloride. Distillaion under vacuum gives 1-bromoundecane (12 g) as a yellow oil, b.p. 60°-70° C./0.1 mm. Starting materials: BrC=1SC(=C(C1CCCCCCCC)CCCCCCCC)Br (2,5dibromo-3,4-dioctylthiophene), C(CCC)[Sn](C=1SC=CC1)(CCCC)CCCC (2-(tributylstannyl)-thiophene). The reagents and catalysts are Cl[Pd]([P](C1=CC=CC=C1)(C2=CC=CC=C2)C3=CC=CC=C3)([P](C4=CC=CC=C4)(C5=CC=CC=C5)C6=CC=CC=C6)Cl (Pd(PPh3)2Cl2). Run in O1CCCC1 (tetrahydrofuran). Yields the product S1C(=CC=C1)C=1SC(=C(C1CCCCCCCC)CCCCCCCC)C=1SC=CC1 (2,5-bis(2thienyl)-3,4-dioctylthiophene). Yield: 145.7%. RXN SMILES: Br[C:2]1[S:3][C:4](Br)=[C:5]([CH2:15][CH2:16][CH2:17][CH2:18][CH2:19][CH2:20][CH2:21][CH3:22])[C:6]=1[CH2:7][CH2:8][CH2:9][CH2:10][CH2:11][CH2:12][CH2:13][CH3:14].C([Sn](CCCC)(CCCC)[C:29]1[S:30][CH:31]=[CH:32][CH:33]=1)CCC>O1CCCC1.Cl[Pd](Cl)([P](C1C=CC=CC=1)(C1C=CC=CC=1)C1C=CC=CC=1)[P](C1C=CC=CC=1)(C1C=CC=CC=1)C1C=CC=CC=1>[S:3]1[CH:4]=[CH:5][CH:6]=[C:2]1[C:2]1[S:3][C:4]([C:31]2[S:30][CH:29]=[CH:33][CH:32]=2)=[C:5]([CH2:15][CH2:16][CH2:17][CH2:18][CH2:19][CH2:20][CH2:21][CH3:22])[C:6]=1[CH2:7][CH2:8][CH2:9][CH2:10][CH2:11][CH2:12][CH2:13][CH3:14] |^1:49,68|. Reported procedure: In a dry box under an inert atmosphere, Pd(PPh3)2Cl2 (0.15 gram, 0.2 mmol) was added to a mixture of 2,5dibromo-3,4-dioctylthiophene (4.2 grams, 9.0 mmol) and 2-(tributylstannyl)-thiophene (7.4 grams, 19.8 mmol) in anhydrous tetrahydrofuran (50 milliliters) in a 250 milliliter round-bottomed flask. The mixture was then refluxed for 12 hours and the solvent was removed by evaporation. The crude product thus obtained was purified by flash chromatography on silica gel using hexane as eluent to give... Starting materials: CC(N)c1ccccc1OCc1ccccc1, CO, Cl. Product: Cl, CC(N)c1ccccc1O. As a reaction SMILES: [CH2:2]([c:3]1[cH:4][cH:5][cH:6][cH:7][cH:8]1)[O:9][c:10]1[c:11]([CH:16]([CH3:17])[NH2:18])[cH:12][cH:13][cH:14][cH:15]1.[CH3:19][OH:20].[ClH:1]>>[ClH:1].[OH:9][c:10]1[c:11]([CH:16]([CH3:17])[NH2:18])[cH:12][cH:13][cH:14][cH:15]1. Reactants: O=C([O-])O, CO, COC(=O)c1ccc2nc(C)n(Cc3ccc(NC(=O)OCCCl)cc3Cl)c2n1, Cl, [Na+]. The product is COC(=O)c1ccc2nc(C)n(Cc3ccc(N4CCOC4=O)cc3Cl)c2n1. As a reaction SMILES: [C:31](=[O:32])([O-:33])[OH:34].[CH3:36][OH:37].[Cl:1][c:2]1[c:3]([CH2:4][n:5]2[c:6]([CH3:18])[n:7][c:8]3[c:9]2[n:10][c:11]([C:14](=[O:15])[O:16][CH3:17])[cH:12][cH:13]3)[cH:19][cH:20][c:21]([NH:23][C:24](=[O:25])[O:26][CH2:27][CH2:28][Cl:29])[cH:22]1.[ClH:30].[Na+:35]>>[Cl:1][c:2]1[c:3]([CH2:4][n:5]2[c:6]([CH3:18])[n:7][c:8]3[c:9]2[n:10][c:11]([C:14](=[O:15])[O:16][CH3:17])[cH:12][cH:13]3)[cH:19][cH:20][c:21]([N:23]2[C:24](=[O:25])[O:26][CH2:27][CH2:28]2)[cH:22]1. Reactants: C(C)(C)(C)[Si](OCCCCC#CCO)(C)C (7-(tert-Butyl-dimethyl-silanyloxy)-hept-2-yn-1-ol), C(C)(=O)OCC#CCCCC(=O)O (7-Acetoxy-hept-5-ynoic acid), solution, C(C)(=O)Cl (acetyl chloride), C([O-])(O)=O.[Na+] (sodium bicarbonate). Solvent: CO (methanol). Reaction conditions: time 16 hour. Yields the product COC(CCCC#CCO)=O (7-Hydroxy-hept-5-ynoic acid methyl ester). Isolated yield 92.0%. As a reaction SMILES: C([O:4][CH2:5][C:6]#[C:7][CH2:8][CH2:9][CH2:10][C:11]([OH:13])=[O:12])(=O)C.[C:14](Cl)(=O)C.C(=O)(O)[O-].[Na+].C([Si](C)(C)OCCCCC#CCO)(C)(C)C>CO>[CH3:14][O:13][C:11](=[O:12])[CH2:10][CH2:9][CH2:8][C:7]#[C:6][CH2:5][OH:4] |f:2.3|. Procedure: The crude acid 29 (6.333 g) was treated with a 1% solution of acetyl chloride in methanol (60 mL). After 16 h, sodium bicarbonate (1.966 g, 23.4 mmol) was added. The mixture was dried (MgSO4), filtered through celite and evaporated in vacuo. Purification by flash chromatography on silica gel (30-40% ethyl acetate/hexanes) gave 7-Hydroxy-hept-5-ynoic acid methyl ester 30 (3.022 g, 19.3 mmol, 92% from 7-tert-Butyl-dimethyl-silanyloxy)-hept-2-yn-1-ol 27). Starting materials: C(C1=CC=CC=C1)OC=1C=C(CN2CCN(CC2)CC(=O)OCC)C=CC1OCC1=CC=CC=C1 (Ethyl 2-(4-(3,4-bis(benzyloxy)benzyl)piperazin-1-yl)acetate), NN (hydrazine). Run in C(C)O (ethanol). The product is C(C1=CC=CC=C1)OC=1C=C(CN2CCN(CC2)CC(=O)NN)C=CC1OCC1=CC=CC=C1 (2-(4-(3,4-bis(benzyloxy)benzyl)piperazin-1-yl)acetohydrazide). RXN SMILES: [CH2:1]([O:8][C:9]1[CH:10]=[C:11]([CH:25]=[CH:26][C:27]=1[O:28][CH2:29][C:30]1[CH:35]=[CH:34][CH:33]=[CH:32][CH:31]=1)[CH2:12][N:13]1[CH2:18][CH2:17][N:16]([CH2:19][C:20]([O:22]CC)=O)[CH2:15][CH2:14]1)[C:2]1[CH:7]=[CH:6][CH:5]=[CH:4][CH:3]=1.[NH2:36][NH2:37]>C(O)C>[CH2:1]([O:8][C:9]1[CH:10]=[C:11]([CH:25]=[CH:26][C:27]=1[O:28][CH2:29][C:30]1[CH:35]=[CH:34][CH:33]=[CH:32][CH:31]=1)[CH2:12][N:13]1[CH2:14][CH2:15][N:16]([CH2:19][C:20]([NH:36][NH2:37])=[O:22])[CH2:17][CH2:18]1)[C:2]1[CH:3]=[CH:4][CH:5]=[CH:6][CH:7]=1. Procedure details: Synthesized according to General Procedure C: 6{10} (2.02 g, 4.26 mmol, 1 equiv.), anhydrous hydrazine (0.40 mL, 12.8 mmol, 3 equiv.), ethanol (8.6 mL). Purification by silica gel column chromatography (4:1 EtOAc:MeOH) afforded 1{10} (3.00 g, 81%) as a white solid. 1H-NMR (500 MHz, CDCl3): δ 8.13 (br s, 1H), 7.45-7.44 (m, 4H), 7.37-7.33 (m, 4H) 7.31-7.27 (m, 2H), 6.92 (d, 1H, J=2.0 Hz), 6.87 (d, 1H, J=8.0 Hz), 6.77 (dd, 1H, J=2.0, 8.0 Hz), 5.17 (s, 2H), 5.15 (s, 2H), 3.84 (br s, 2H), 3.39 (s, 2H... Reactants: C1CCOC1, CNC(=O)C(CC(=O)OCc1ccccc1)NC(=O)OC(C)(C)C, [Na+], O=C([O-])O, S=P12SP3(=S)SP(=S)(S1)SP(=S)(S2)S3. The product is CNC(=S)C(CC(=O)OCc1ccccc1)NC(=O)OC(C)(C)C. Reaction SMILES: [CH2:44]1[O:45][CH2:46][CH2:47][CH2:48]1.[CH3:1][C:2]([CH3:3])([CH3:4])[O:5][C:6](=[O:7])[NH:8][CH:9]([CH2:10][C:11](=[O:12])[O:13][CH2:14][c:15]1[cH:16][cH:17][cH:18][cH:19][cH:20]1)[C:21]([NH:22][CH3:23])=[O:24].[Na+:43].[O-:39][C:40]([OH:41])=[O:42].[P:25]12(=[S:26])[S:27][P:28]3(=[S:38])[S:29][P:30](=[S:36])([S:31][P:32](=[S:35])([S:33]3)[S:34]1)[S:37]2>>[CH3:1][C:2]([CH3:3])([CH3:4])[O:5][C:6](=[O:7])[NH:8][CH:9]([CH2:10][C:11](=[O:12])[O:13][CH2:14][c:15]1[cH:16][cH:17][cH:18][cH:19][cH:20]1)[C:21]([NH:22][CH3:23])=[S:26].